Task: describe an organic reaction: reactants, conditions, products, and yield. Dataset: the Open Reaction Database (ORD), a public repository of structured organic reaction records Starting materials: CS(=O)(=O)OCCOC=1C(=CC2=C(C3=C(C(O2)=O)CCC3)C1)OC (2,3-dihydro-8-[2-(methanesulfonyloxy)ethoxy]-7-methoxy-cyclopenta[c][1]-benzopyran-4(1H)-one), C1(=CC=CC=C1)C1CCNCC1 (4-phenylpiperidine), C(\C=C\C(=O)[O-])(=O)[O-] (Fumarate). Solvent: C(C)(C)O (isopropanol), C(C)O (ethanol), C(C)(C)O (isopropanol). Yields the product COC1=CC2=C(C3=C(C(O2)=O)CCC3)C=C1OCCN1CCC(CC1)C1=CC=CC=C1 (2,3-dihydro-7-methoxy-8-[2-(4-phenyl-1-piperidinyl)ethoxy]cyclopenta[c][1]benzopyran-4(1H)-one). The yield is 93.0%. RXN SMILES: CS(O[CH2:6][CH2:7][O:8][C:9]1[C:10]([O:23][CH3:24])=[CH:11][C:12]2[O:17][C:16](=[O:18])[C:15]3[CH2:19][CH2:20][CH2:21][C:14]=3[C:13]=2[CH:22]=1)(=O)=O.[C:25]1([CH:31]2[CH2:36][CH2:35][NH:34][CH2:33][CH2:32]2)[CH:30]=[CH:29][CH:28]=[CH:27][CH:26]=1.C([O-])(=O)/C=C/C([O-])=O>C(O)(C)C.C(O)C>[CH3:24][O:23][C:10]1[C:9]([O:8][CH2:7][CH2:6][N:34]2[CH2:35][CH2:36][CH:31]([C:25]3[CH:30]=[CH:29][CH:28]=[CH:27][CH:26]=3)[CH2:32][CH2:33]2)=[CH:22][C:13]2[C:14]3[CH2:21][CH2:20][CH2:19][C:15]=3[C:16](=[O:18])[O:17][C:12]=2[CH:11]=1. Procedure details: Method B (16 h at 60° C.); starting materials: 2,3-dihydro-8-[2-(methanesulfonyloxy)ethoxy]-7-methoxy-cyclopenta[c][1]-benzopyran-4(1H)-one (example 81) and 4-phenylpiperidine; yield 93%; fusion point 150°-152° C. (from isopropanol). Fumarate: method E; yield 84%; fusion point 185°-187° C. (from ethanol and isopropanol). The reactants are CO (methanol), C1=CC=CC=2OC3=CC=CC=C3N(C12)CCOC1=CC=C(C=C1)CC(C(=O)OCC)OCC (racemic ethyl 3-[4-[2-(phenoxazin-10-yl)ethoxy]phenyl]-2-ethoxypropionate), C1=CC=CC=2OC3=CC=CC=C3N(C12)CCOC1=CC=C(C=C1)CC(C(=O)OCC)OCC (racemic ethyl 3-[4-[2-(phenoxazin-10-yl)ethoxy]phenyl]-2-ethoxypropionate), [OH-].[Na+] (sodium hydroxide), O (water), C1=CC=CC=2OC3=CC=CC=C3N(C12)CCOC1=CC=C(C=C1)CC(C(=O)OCC)OCC (racemic ethyl 3-[4-[2-(phenoxazin-10-yl)ethoxy]phenyl]-2-ethoxypropionate). Product: C(C(C(=O)O)O)(C(=O)O)O (racemic acid), C1=CC=CC=2OC3=CC=CC=C3N(C12)CCOC1=CC=C(C=C1)CC(C(=O)O)OCC (Racemic 3-[4-[2-(phenoxazin-10-yl)ethoxyl]phenyl]-2-ethoxypropanoic acid). RXN SMILES: [CH:1]1[C:14]2[N:13]([CH2:15][CH2:16][O:17][C:18]3[CH:23]=[CH:22][C:21]([CH2:24][CH:25]([O:31][CH2:32][CH3:33])[C:26]([O:28]CC)=[O:27])=[CH:20][CH:19]=3)[C:12]3[C:7](=[CH:8][CH:9]=[CH:10][CH:11]=3)[O:6][C:5]=2[CH:4]=[CH:3][CH:2]=1.[CH3:34][OH:35].[OH-:36].[Na+].[OH2:38]>>[CH:25]([OH:31])([C:26]([OH:28])=[O:27])[CH:24]([OH:38])[C:34]([OH:36])=[O:35].[CH:1]1[C:14]2[N:13]([CH2:15][CH2:16][O:17][C:18]3[CH:19]=[CH:20][C:21]([CH2:24][CH:25]([O:31][CH2:32][CH3:33])[C:26]([OH:28])=[O:27])=[CH:22][CH:23]=3)[C:12]3[C:7](=[CH:8][CH:9]=[CH:10][CH:11]=3)[O:6][C:5]=2[CH:4]=[CH:3][CH:2]=1 |f:2.3|. Reported procedure: To a mixture of racemic ethyl 3-[4-[2-(phenoxazin-10-yl)ethoxy]phenyl]-2-ethoxypropionate of the formula (4) (45 g) obtained according to the procedure described in step (vi) above and methanol (225 ml) was added aqueous 10% sodium hydroxide solution (225 ml) slowly at room temperature over a period of 10–15 minutes. The reaction mixture was stirred at the same temperature for a period of 2–4 h. The progress of the reaction was monitored by TLC. After the complete hydrolysis of the compound of t... Reactants: CC(C)(C)CCNC(=O)c1cccnc1S, CC(C)=O, O=C(CCl)Cc1ccccc1, [K+], [K+], O=C([O-])[O-]. Yields the product CC(C)(C)CCNC(=O)c1cccnc1SCC(=O)Cc1ccccc1. Reaction SMILES: [CH3:18][C:19]([CH2:20][CH2:21][NH:22][C:23]([c:24]1[c:25]([SH:30])[n:26][cH:27][cH:28][cH:29]1)=[O:31])([CH3:32])[CH3:33].[CH3:34][C:35](=[O:36])[CH3:37].[Cl:7][CH2:8][C:9]([CH2:10][c:11]1[cH:12][cH:13][cH:14][cH:15][cH:16]1)=[O:17].[K+:1].[K+:2].[O-:3][C:4]([O-:5])=[O:6]>>[CH2:8]([C:9]([CH2:10][c:11]1[cH:12][cH:13][cH:14][cH:15][cH:16]1)=[O:17])[S:30][c:25]1[c:24]([C:23]([NH:22][CH2:21][CH2:20][C:19]([CH3:18])([CH3:32])[CH3:33])=[O:31])[cH:29][cH:28][cH:27][n:26]1. The reactants are CC(C(C=CC=1C=NC=CC1)=O)(C)C (4,4-dimethyl-1-pyridin-3-yl-1-penten-3-one). Reagents/catalysts: [Ni] (Raney nickel). The solvent is O1CCCC1 (tetrahydrofuran). The product is CC(C(CCC=1C=NC=CC1)=O)(C)C (4,4-dimethyl-1-pyridin-3-yl-pentan-3-one). Yield: 76.9%. Reaction SMILES: [CH3:1][C:2]([CH3:14])([CH3:13])[C:3](=[O:12])[CH:4]=[CH:5][C:6]1[CH:7]=[N:8][CH:9]=[CH:10][CH:11]=1>O1CCCC1.[Ni]>[CH3:1][C:2]([CH3:14])([CH3:13])[C:3](=[O:12])[CH2:4][CH2:5][C:6]1[CH:7]=[N:8][CH:9]=[CH:10][CH:11]=1. Reported procedure: 154.2 g (0.814 mol) of 4,4-dimethyl-1-pyridin-3-yl-1-penten-3-one were dissolved in 750 ml of tetrahydrofuran and the solution was stirred with about 20 g of Raney nickel. The solution was filtered, a further 20 g of Raney nickel were added and hydrogenation was carried out under the usual pressure and at room temperature until, according to the thin layer chromatogram, no further starting material was present. The Raney nickel was filtered off from the solution, the filtrate was concentrated an... Reactants: [Al+3], CCOC(C)=O, COc1cc(C)cc(OC)c1NC=O, [H-], [H-], [H-], [H-], [Li+], [Na+], C1CCOC1, [OH-], O. Yields the product CNc1c(OC)cc(C)cc1OC. As a reaction SMILES: [Al+3:16].[CH3:29][CH2:30][O:31][C:32](=[O:33])[CH3:34].[CH:1](=[O:2])[NH:3][c:4]1[c:5]([O:13][CH3:14])[cH:6][c:7]([CH3:12])[cH:8][c:9]1[O:10][CH3:11].[H-:15].[H-:18].[H-:19].[H-:20].[Li+:17].[Na+:23].[O:24]1[CH2:25][CH2:26][CH2:27][CH2:28]1.[OH-:22].[OH2:21]>>[CH3:1][NH:3][c:4]1[c:5]([O:13][CH3:14])[cH:6][c:7]([CH3:12])[cH:8][c:9]1[O:10][CH3:11]. Procedure details: 2-Methylthio-1-nitro-2-[2-(3,7,11,15-tetramethyl-2,6,10,14-hexadecatetraen-1-ylthio)ethylamino]ethylene [12.5 g, 26.8 mmol, prepared as described in Item a)] was dissolved in 40% methylamine solution (134 ml, 1.34 mol, 40% methanol solution) and stirred at 20° C. for 30 minutes. The reaction mixture was evaporated in vacuo to dryness. The remaining residue was chromatographed on silica gel, eluting with CH2Cl2 /MeOH (30:1) to afford 11.6 g (96.7%) of the desired compound, as a pale yellow oil. Reaction SMILES: CS[C:3]([NH:8][CH2:9][CH2:10][S:11][CH2:12][CH:13]=[C:14]([CH3:31])[CH2:15][CH2:16][CH:17]=[C:18]([CH3:30])[CH2:19][CH2:20][CH:21]=[C:22]([CH3:29])[CH2:23][CH2:24][CH:25]=[C:26]([CH3:28])[CH3:27])=[CH:4][N+:5]([O-:7])=[O:6].[CH3:32][NH2:33]>>[CH3:32][NH:33][C:3]([NH:8][CH2:9][CH2:10][S:11][CH2:12][CH:13]=[C:14]([CH3:31])[CH2:15][CH2:16][CH:17]=[C:18]([CH3:30])[CH2:19][CH2:20][CH:21]=[C:22]([CH3:29])[CH2:23][CH2:24][CH:25]=[C:26]([CH3:28])[CH3:27])=[CH:4][N+:5]([O-:7])=[O:6]. Product: CNC(=C[N+](=O)[O-])NCCSCC=C(CCC=C(CCC=C(CCC=C(C)C)C)C)C (2-Methylamino-1-nitro-2-[2-(3,7,11,15-tetramethyl-2,6,10,14-hexadecatetraen-1-ylthio)ethylamino]ethylene). Run at temperature 20 celsius, time 30 minute. Isolated yield 96.7%. Starting materials: CSC(=C[N+](=O)[O-])NCCSCC=C(CCC=C(CCC=C(CCC=C(C)C)C)C)C (2-Methylthio-1-nitro-2-[2-(3,7,11,15-tetramethyl-2,6,10,14-hexadecatetraen-1-ylthio)ethylamino]ethylene), CN (methylamine). Starting materials: O.[OH-].[Li+] (Lithium hydroxide hydrate), C(C)OC1=C(O[C@H]2CN(CCC2)C2=NC=C(C(=O)OC)C=C2F)C=CC=C1 (methyl (R)-6-(3-(2-ethoxyphenoxy)piperidin-1-yl)-5-fluoronicotinate). Run in O1CCCC1 (tetrahydrofuran), O (water), O (water). Reaction conditions: temperature 22.5 celsius, time 18 hour. Product: C(C)OC1=C(O[C@H]2CN(CCC2)C2=NC=C(C(=O)O)C=C2F)C=CC=C1 ((R)-6-(3-(2-ethoxyphenoxy)piperidin-1-yl)-5-fluoronicotinic acid). Isolated yield 81.6%. RXN SMILES: O.[OH-].[Li+].[CH2:4]([O:6][C:7]1[CH:30]=[CH:29][CH:28]=[CH:27][C:8]=1[O:9][C@@H:10]1[CH2:15][CH2:14][CH2:13][N:12]([C:16]2[C:25]([F:26])=[CH:24][C:19]([C:20]([O:22]C)=[O:21])=[CH:18][N:17]=2)[CH2:11]1)[CH3:5]>O1CCCC1.O>[CH2:4]([O:6][C:7]1[CH:30]=[CH:29][CH:28]=[CH:27][C:8]=1[O:9][C@@H:10]1[CH2:15][CH2:14][CH2:13][N:12]([C:16]2[C:25]([F:26])=[CH:24][C:19]([C:20]([OH:22])=[O:21])=[CH:18][N:17]=2)[CH2:11]1)[CH3:5] |f:0.1.2|. Procedure: Lithium hydroxide hydrate (62 mg, 2.6 mmol) was added to a solution of methyl (R)-6-(3-(2-ethoxyphenoxy)piperidin-1-yl)-5-fluoronicotinate (0.65 g, 1.7 mmol) in tetrahydrofuran (8 mL) and water (8 mL), and the resulting solution was stirred at 20-25° C. for 18 h. The mixture was then diluted with water (20 mL) and was washed with ethyl acetate (2×30 mL). The aqueous layer was acidified with citric acid solution (pH-2) and was extracted with ethyl acetate (3×30 mL). The combined organics were dri... The reactants are C(C)[SiH](CC)CC (Triethylsilane), BrC1=C(C=C(C=C1C)C1=COC=C1)C (3-(4-bromo-3,5-dimethylphenyl)furan), C(=O)(O)[O-].[Na+] (NaHCO3). Run in FC(C(=O)O)(F)F (trifluoroacetic acid). Run at time 3 hour. Yields the product BrC1=C(C=C(C=C1C)C=1COCC1)C (3-(4-Bromo-3,5-dimethylphenyl)-2,5-dihydrofuran). As a reaction SMILES: C([SiH](CC)CC)C.[Br:8][C:9]1[C:14]([CH3:15])=[CH:13][C:12]([C:16]2[CH:20]=[CH:19][O:18][CH:17]=2)=[CH:11][C:10]=1[CH3:21].C([O-])(O)=O.[Na+]>FC(F)(F)C(O)=O>[Br:8][C:9]1[C:14]([CH3:15])=[CH:13][C:12]([C:16]2[CH2:17][O:18][CH2:19][CH:20]=2)=[CH:11][C:10]=1[CH3:21] |f:2.3|. Reported procedure: Triethylsilane (3.67 mL) is added dropwise to a solution of 3-(4-bromo-3,5-dimethylphenyl)furan (580 mg) in trifluoroacetic acid and the resulting mixture is stirred at room temperature for 3 h. Saturated aqueous NaHCO3 solution is added and the aqueous phase is separated and extracted with ethyl acetate. The combined extracts are washed with brine, dried over MgSO4 and concentrated in vacuo. The residue is chromatographed on silica gel (cyclohexane/ethyl acetate 95:5) to give the title compound...